Dataset: the Open Reaction Database (ORD), a public repository of structured organic reaction records. Task: describe an organic reaction: reactants, conditions, products, and yield The reactants are ClC(Cl)Cl, O=[Mn]=O, CCOC(=O)N1CCc2c(oc3cc(CO)nn23)C1. Yields the product CCOC(=O)N1CCc2c(oc3cc(C=O)nn23)C1. As a reaction SMILES: [Cl:20][CH:21]([Cl:22])[Cl:23].[O:24]=[Mn:25]=[O:26].[OH:1][CH2:2][c:3]1[n:4][n:5]2[c:6]([o:7][c:8]3[c:13]2[CH2:12][CH2:11][N:10]([C:14](=[O:15])[O:16][CH2:17][CH3:18])[CH2:9]3)[cH:19]1>>[O:1]=[CH:2][c:3]1[n:4][n:5]2[c:6]([o:7][c:8]3[c:13]2[CH2:12][CH2:11][N:10]([C:14](=[O:15])[O:16][CH2:17][CH3:18])[CH2:9]3)[cH:19]1.